This data is from the Open Reaction Database (ORD), a public repository of structured organic reaction records. The task is: describe an organic reaction: reactants, conditions, products, and yield Reactants: COC1=CC2=C(NC(OC2=O)=O)C=C1 (6-methoxy-1H-benzo[d][1,3]oxazine-2,4-dione), C(C)(CC)C1=CC=C(N)C=C1 (4-sec-butylaniline). The solvent is CN(C)C=O (DMF). Reaction conditions: temperature 115 celsius, time 16 hour. Product: NC1=C(C(=O)NC2=CC=C(C=C2)C(C)CC)C=C(C=C1)OC (2-amino-N-(4-sec-butyl-phenyl)-5-methoxy-benzamide). As a reaction SMILES: [CH3:1][O:2][C:3]1[CH:14]=[CH:13][C:6]2[NH:7]C(=O)O[C:10](=[O:11])[C:5]=2[CH:4]=1.[CH:15]([C:19]1[CH:25]=[CH:24][C:22]([NH2:23])=[CH:21][CH:20]=1)([CH2:17][CH3:18])[CH3:16]>CN(C=O)C>[NH2:7][C:6]1[CH:13]=[CH:14][C:3]([O:2][CH3:1])=[CH:4][C:5]=1[C:10]([NH:23][C:22]1[CH:24]=[CH:25][C:19]([CH:15]([CH2:17][CH3:18])[CH3:16])=[CH:20][CH:21]=1)=[O:11]. Procedure: To a flask (100 mL) with magnetic stirrer was added 6-methoxy-1H-benzo[d][1,3]oxazine-2,4-dione (1.55 g, 8.00 mmol), 4-sec-butylaniline (1.19 mL, 8.0 mmol) and anhydrous DMF (10 mL). The reaction mixture was stirred at 115° C. for 16 hours under nitrogen. DMF was removed and the residue was mixed with water (100 mL) and ethyl acetate (150 mL). The organic phase was separated and washed with brine (50 mL). The solvent was removed and the residue was purified by column chromatography on silica gel... Starting materials: ClC=1N=C2C(C(NC2=CC1Cl)=O)C(C1=CC=CS1)=O (5,6-dichloro-3-(2-thenoyl)-4-azaoxindole), ClS(=O)(=O)NC=O (N-chlorosulfonyl carboxamide), ClC=1N=C2C(C(NC2=CC1Cl)=O)C(C1=CC=CS1)=O (5,6-dichloro-3-(2-thenoyl)-4-azaoxindole), C(=NS(=O)(=O)Cl)=O (N-chlorosulfonyl isocyanate). The solvent is CS(=O)C (DMSO). Yields the product ClC=1N=C2C(C(N(C2=CC1Cl)C(=O)N)=O)C(C1=CC=CS1)=O (5,6-Dichloro-3-(2-thenoyl)-4-azaoxindole-1-carboxamide). Reaction SMILES: [Cl:1][C:2]1[N:3]=[C:4]2[C:8](=[CH:9][C:10]=1[Cl:11])[NH:7][C:6](=[O:12])[CH:5]2[C:13](=[O:19])[C:14]1[S:18][CH:17]=[CH:16][CH:15]=1.[C:20](=[O:26])=[N:21]S(Cl)(=O)=O.ClS(NC=O)(=O)=O>CS(C)=O>[Cl:1][C:2]1[N:3]=[C:4]2[C:8](=[CH:9][C:10]=1[Cl:11])[N:7]([C:20]([NH2:21])=[O:26])[C:6](=[O:12])[CH:5]2[C:13](=[O:19])[C:14]1[S:18][CH:17]=[CH:16][CH:15]=1. Reported procedure: The title compound was prepared from 5,6-dichloro-3-(2-thenoyl)-4-azaoxindole (Example 6B) according to the procedure of Example 2C, using 5,6-dichloro-3-(2-thenoyl)-4-azaoxindole (194 mg, 0.62 mmol), N-chlorosulfonyl isocyanate (81 L, 0.93 mmol) acetonitrile (10 mL), and a temperature of 50° C. The crude N-chlorosulfonyl carboxamide was hydrolysed by stirring in DMSO in a flask open to the air. After dilution with water, the solid was collected by filtration and recrystallized from acetic acid.... Reactants: O=C(Cl)c1ccccc1, C1COCCO1, CC12CCC3c4ccc(OCc5ccccc5)cc4CCC3C1CCC2OCCOCCCCc1ccc(N(CCCl)CCCl)cc1, ClCCl, c1ccncc1. Yields the product CC12CCC3c4ccc(OC(=O)c5ccccc5)cc4CCC3C1CCC2OCCOCCCCc1ccc(N(CCCl)CCCl)cc1. RXN SMILES: [C:60]([Cl:61])(=[O:62])[c:63]1[cH:64][cH:65][cH:66][cH:67][cH:68]1.[CH2:1]1[O:2][CH2:4][CH2:5][O:3][CH2:6]1.[CH2:7]([c:8]1[cH:9][cH:10][cH:11][cH:12][cH:13]1)[O:14][c:15]1[cH:16][c:17]2[c:30]([cH:31][cH:32]1)[CH:29]1[CH:20]([CH2:19][CH2:18]2)[CH:21]2[CH2:22][CH2:23][CH:24]([O:33][CH2:34][CH2:35][O:36][CH2:37][CH2:38][CH2:39][CH2:40][c:41]3[cH:42][cH:43][c:44]([N:47]([CH2:48][CH2:49][Cl:50])[CH2:51][CH2:52][Cl:53])[cH:45][cH:46]3)[C:25]2([CH3:26])[CH2:27][CH2:28]1.[Cl:69][CH2:70][Cl:71].[cH:54]1[cH:55][cH:56][n:57][cH:58][cH:59]1>>[O:3]=[C:7]([c:8]1[cH:9][cH:10][cH:11][cH:12][cH:13]1)[O:14][c:15]1[cH:16][c:17]2[c:30]([cH:31][cH:32]1)[CH:29]1[CH:20]([CH2:19][CH2:18]2)[CH:21]2[CH2:22][CH2:23][CH:24]([O:33][CH2:34][CH2:35][O:36][CH2:37][CH2:38][CH2:39][CH2:40][c:41]3[cH:42][cH:43][c:44]([N:47]([CH2:48][CH2:49][Cl:50])[CH2:51][CH2:52][Cl:53])[cH:45][cH:46]3)[C:25]2([CH3:26])[CH2:27][CH2:28]1.